Dataset: the Open Reaction Database (ORD), a public repository of structured organic reaction records. Task: describe an organic reaction: reactants, conditions, products, and yield Reactants: ClC1=CC=C(C=C1)N1C(OC(C1=O)(C)Br)=O (3-(4-chlorophenyl)-5-bromo-5-methyl-oxazolidine-2,4-dione), [I-].[K+] (potassium iodide). Reagents/catalysts: [Cl-].C(C1=CC=CC=C1)[N+](CC)(CC)CC (benzyltriethylammonium chloride). The solvent is O (water). Conditions: time 7 day. Yields the product ClC1=CC=C(C=C1)N1C(OC(C1=O)(C)I)=O (3-(4-Chlorophenyl)-5-iodo-5-methyl-oxazolidine-2,4-dione). As a reaction SMILES: [Cl:1][C:2]1[CH:7]=[CH:6][C:5]([N:8]2[C:12](=[O:13])[C:11](Br)([CH3:14])[O:10][C:9]2=[O:16])=[CH:4][CH:3]=1.[I-:17].[K+]>[Cl-].C([N+](CC)(CC)CC)C1C=CC=CC=1.O>[Cl:1][C:2]1[CH:7]=[CH:6][C:5]([N:8]2[C:12](=[O:13])[C:11]([I:17])([CH3:14])[O:10][C:9]2=[O:16])=[CH:4][CH:3]=1 |f:1.2,3.4|. Procedure: 6.1 g (0.02 mole) of the 3-(4-chlorophenyl)-5-bromo-5-methyl-oxazolidine-2,4-dione, produced in a manner analogous to that described in Example 1, and 33.2 g (0.2 mole) of potassium iodide are placed, together with a spatula tip of benzyltriethylammonium chloride, in 50 ml of water, and the mixture is stirred at 50° for 7 days. It is then cooled to room temperature, and the solid product is filtered off with suction. After washing with water, the crude product is taken up in methylene chloride, ... Starting materials: N#CC1CC(F)CN1C(=O)CNC12CCC(C(=O)O)(CC1)CC2, C=CCN. Yields the product C=CCNC(=O)C12CCC(NCC(=O)N3CC(F)CC3C#N)(CC1)CC2. RXN SMILES: [C:1](=[O:2])([OH:3])[C:4]12[CH2:5][CH2:6][C:7]([NH:12][CH2:13][C:14](=[O:15])[N:16]3[CH:17]([C:22]#[N:23])[CH2:18][CH:19]([F:21])[CH2:20]3)([CH2:8][CH2:9]1)[CH2:10][CH2:11]2.[CH2:24]([CH:25]=[CH2:26])[NH2:27]>>[C:1](=[O:2])([C:4]12[CH2:5][CH2:6][C:7]([NH:12][CH2:13][C:14](=[O:15])[N:16]3[CH:17]([C:22]#[N:23])[CH2:18][CH:19]([F:21])[CH2:20]3)([CH2:8][CH2:9]1)[CH2:10][CH2:11]2)[NH:27][CH2:24][CH:25]=[CH2:26]. Reported procedure: (R)-2-methyl-4-(2,2,3-trimethylcyclopent-3-en-1-yl)but-2-enal (as a 98/2 E/Z isomers mixture) (384 g, 2 mol.), benzoic acid (2.44 g, 0.02 mol., 1 mol.%) and (ethylenediamine)[9,9-dimethyl-4,5-bis(diphenylphosphino)xanthene]ruthenium(bispivalate) (37.6 mg, 0.04 mmol, 0.002 mol.%) were loaded altogether in a 1 L autoclave equipped with a mechanical stirring device. Sealed autoclave was then purged under stirring with nitrogen (3 times 5 bars) and hydrogen (3 times 5 bars) before being pressurized ... RXN SMILES: [CH3:1][C:2](=[CH:5][CH2:6][C@H:7]1[CH2:11][CH:10]=[C:9]([CH3:12])[C:8]1([CH3:14])[CH3:13])[CH:3]=[O:4].C(O)(=O)C1C=CC=CC=1>>[CH3:1][C:2](=[CH:5][CH2:6][C@H:7]1[CH2:11][CH:10]=[C:9]([CH3:12])[C:8]1([CH3:14])[CH3:13])[CH2:3][OH:4]. The reactants are CC(C=O)=CC[C@@H]1C(C(=CC1)C)(C)C ((R)-2-methyl-4-(2,2,3-trimethylcyclopent-3-en-1-yl)but-2-enal), C(C1=CC=CC=C1)(=O)O (benzoic acid), (ethylenediamine)[9,9-dimethyl-4,5-bis(diphenylphosphino)xanthene]ruthenium(bispivalate). The product is CC(CO)=CC[C@@H]1C(C(=CC1)C)(C)C ((R)-2-methyl-4-(2,2,3-trimethylcyclopent-3-en-1-yl)but-2-en-1-ol). Conditions: temperature 100 celsius. Starting materials: CCOC(=O)c1c(-c2cccc(C)n2)nn2ccccc12, CCO, [Na+], [OH-]. The product is Cc1cccc(-c2nn3ccccc3c2C(=O)O)n1. Reaction SMILES: [CH2:1]([CH3:2])[O:3][C:4](=[O:5])[c:6]1[c:7](-[c:15]2[n:16][c:17]([CH3:21])[cH:18][cH:19][cH:20]2)[n:8][n:9]2[c:10]1[cH:11][cH:12][cH:13][cH:14]2.[CH3:24][CH2:25][OH:26].[Na+:23].[OH-:22]>>[O:3]=[C:4]([OH:5])[c:6]1[c:7](-[c:15]2[n:16][c:17]([CH3:21])[cH:18][cH:19][cH:20]2)[n:8][n:9]2[c:10]1[cH:11][cH:12][cH:13][cH:14]2. The reactants are BrC1=CC=C2CC(NC2=C1)=O (6-Bromooxindole), C1(=CC=CC=C1)B(O)O (phenylboronic acid). Solvent: COCCOC (1,2-dimethoxyethane). Yields the product C1(=CC=CC=C1)C1=CC=C2CC(NC2=C1)=O (6-phenyloxindole). Isolated yield 47.2%. RXN SMILES: Br[C:2]1[CH:10]=[C:9]2[C:5]([CH2:6][C:7](=[O:11])[NH:8]2)=[CH:4][CH:3]=1.[C:12]1(B(O)O)[CH:17]=[CH:16][CH:15]=[CH:14][CH:13]=1>COCCOC>[C:12]1([C:2]2[CH:10]=[C:9]3[C:5]([CH2:6][C:7](=[O:11])[NH:8]3)=[CH:4][CH:3]=2)[CH:17]=[CH:16][CH:15]=[CH:14][CH:13]=1. Procedure details: 6-Bromooxindole (800 mg, 3.8 mmol), (prepared as described for the starting material in Example 62), phenylboronic acid (500 mg, 4.1 mmol) sodium hydrogen carbonate (saturated aqueous solution, 50 ml) and 1,2-dimethoxyethane (100 ml) were mixed together and the solution was degassed using alternatively vacuum and argon. Tetrakis(triphenylphosphine)palladium(0) (50 mg) was added and the solution degassed again before heating it to reflux for 8 hours. The reaction mixture was evaporated to dryness...